This data is from the Open Reaction Database (ORD), a public repository of structured organic reaction records. The task is: describe an organic reaction: reactants, conditions, products, and yield The reactants are ClS(=O)(=O)O (chlorosulfonic acid), COC1=C(C(=O)O)C=CC=C1OC (2,3-dimethoxy benzoic acid). Solvent: O (water). Product: ClS(=O)(=O)C=1C=C(C(=C(C(=O)O)C1)OC)OC (5-chlorosulfonyl 2,3-dimethoxy benzoic acid). Isolated yield 81.1%. As a reaction SMILES: [Cl:1][S:2]([OH:5])(=O)=[O:3].[CH3:6][O:7][C:8]1[C:16]([O:17][CH3:18])=[CH:15][CH:14]=[CH:13][C:9]=1[C:10]([OH:12])=[O:11]>O>[Cl:1][S:2]([C:14]1[CH:15]=[C:16]([O:17][CH3:18])[C:8]([O:7][CH3:6])=[C:9]([CH:13]=1)[C:10]([OH:12])=[O:11])(=[O:5])=[O:3]. Procedure details: To a solution, cooled to -5° C., of 511.7 g (200 ml) of chlorosulfonic acid (ClSO3H) are slowly added 80 g of 2,3-dimethoxy benzoic acid. Then the temperature is allowed to rise to 15° C., the mixture is poured into a solution of water and ice, and the precipitate formed is filtered. Thus, 100 g (yield: 80%) of 5-chlorosulfonyl 2,3-dimethoxy benzoic acid are obtained [(IIb), Melting point: 157° C⟧ Product: FC(C1(CC1)C1=NN=C(S1)N)(F)F (5-[1-(trifluoromethyl)cyclopropyl]-1,3,4-thiadiazol-2-amine). Isolated yield 36.8%. Procedure details: A mixture of 1-(trifluoromethyl)cyclopropanecarboxylic acid (1 g, 6.5 mmol) and thiosemicarbazide (0.6 g, 6.5 mmol) in dioxane (8 mL) was heated to 90° C. To the hot reaction mixture was added phosphorus oxychloride (0.6 mL, 6.5 mmol). The reaction mixture was stirred at 90° C. for 16 h. The reaction mixture was then cooled, diluted with ethyl acetate (10 mL) and quenched with saturated NaHCO3 (10 mL). The aqueous layer was extracted with ethyl acetate (2×10 mL). The combined organic extracts we... Starting materials: FC(C1(CC1)C(=O)O)(F)F (1-(trifluoromethyl)cyclopropanecarboxylic acid), NNC(=S)N (thiosemicarbazide), P(=O)(Cl)(Cl)Cl (phosphorus oxychloride). The solvent is C(C)(=O)OCC (ethyl acetate), O1CCOCC1 (dioxane). Run at temperature 90 celsius, time 16 hour. As a reaction SMILES: [F:1][C:2]([F:10])([F:9])[C:3]1([C:6](O)=O)[CH2:5][CH2:4]1.[NH2:11][NH:12][C:13]([NH2:15])=[S:14].P(Cl)(Cl)(Cl)=O>O1CCOCC1.C(OCC)(=O)C>[F:1][C:2]([F:10])([F:9])[C:3]1([C:6]2[S:14][C:13]([NH2:15])=[N:12][N:11]=2)[CH2:5][CH2:4]1. Starting materials: Br[C@@H](C(=O)O)CC1=CC=CC=C1 ((R)-2-bromo-3-phenylpropionic acid), O.ON1N=NC2=C1C=CC=C2 (1-hydroxybenztriazole hydrate), Cl.C(C)N=C=NCCCN(C)C (1-ethyl-3-(3-(dimethylamino)propyl)carbodiimide hydrochloric acid salt), Cl.NC(C(=O)OCC)C(=O)OCC (diethyl aminomalonate hydrochloride), CN1CCOCC1 (N-methylmorpholine). Run in C(C)(=O)OCC.CCCCCC (ethyl acetate hexane), C(C)(=O)OCC.CCCCCC (ethyl acetate hexane), C(C)(=O)OCC.CCCCCC (ethyl acetate hexane), O1CCCC1 (tetrahydrofuran), ClCCl (dichloromethane). Reaction conditions: time 20 hour. Product: Br[C@@H](C(=O)NC(C(=O)OCC)C(=O)OCC)CC1=CC=CC=C1 (diethyl 2-((R)-2-bromo-3-phenylpropionylamino)malonate). RXN SMILES: [Br:1][C@H:2]([CH2:6][C:7]1[CH:12]=[CH:11][CH:10]=[CH:9][CH:8]=1)[C:3]([OH:5])=O.Cl.[NH2:14][CH:15]([C:21]([O:23][CH2:24][CH3:25])=[O:22])[C:16]([O:18][CH2:19][CH3:20])=[O:17].CN1CCOCC1.Cl.C(N=C=NCCCN(C)C)C.O.ON1C2C=CC=CC=2N=N1>ClCCl.C(OCC)(=O)C.CCCCCC.O1CCCC1>[Br:1][C@H:2]([CH2:6][C:7]1[CH:12]=[CH:11][CH:10]=[CH:9][CH:8]=1)[C:3]([NH:14][CH:15]([C:16]([O:18][CH2:19][CH3:20])=[O:17])[C:21]([O:23][CH2:24][CH3:25])=[O:22])=[O:5] |f:1.2,4.5,6.7,9.10|. Procedure: Combine (R)-2-bromo-3-phenylpropionic acid (3.44 g, 15 mmol), diethyl aminomalonate hydrochloride (4.23 g, 20 mmol), and N-methylmorpholine (5.5 mL, 50 mmol) in dichloromethane (50 mL). Add 1-ethyl-3-(3-(dimethylamino)propyl)carbodiimide hydrochloric acid salt (3.83 g, 20 mmol) and 1-hydroxybenztriazole hydrate (2.70 g, 20 mmol). Add tetrahydrofuran (10 mL). After 20 hours, concentrate in vacuo and partition the concentrated reaction mixture between an aqueous 5% sulfuric acid solution and methy... The reactants are CCN1CCN(CC)c2cc(N)ccc2C1, NC(=O)C1C2C=CC(C2)C1Nc1nc(Cl)ncc1Cl. Yields the product CCN1CCN(CC)c2cc(Nc3ncc(Cl)c(NC4C5C=CC(C5)C4C(N)=O)n3)ccc2C1. Reaction SMILES: [CH2:1]([CH3:2])[N:3]1[CH2:4][CH2:5][N:6]([CH2:15][CH3:16])[CH2:7][c:8]2[c:9]1[cH:10][c:11]([NH2:14])[cH:12][cH:13]2.[Cl:17][c:18]1[n:19][cH:20][c:21]([Cl:35])[c:22]([NH:24][CH:25]2[CH:26]([C:32](=[O:33])[NH2:34])[CH:27]3[CH:28]=[CH:29][CH:30]2[CH2:31]3)[n:23]1>>[CH2:1]([CH3:2])[N:3]1[CH2:4][CH2:5][N:6]([CH2:15][CH3:16])[CH2:7][c:8]2[c:9]1[cH:10][c:11]([NH:14][c:18]1[n:19][cH:20][c:21]([Cl:35])[c:22]([NH:24][CH:25]3[CH:26]([C:32](=[O:33])[NH2:34])[CH:27]4[CH:28]=[CH:29][CH:30]3[CH2:31]4)[n:23]1)[cH:12][cH:13]2. The reactants are COc1cccc(Br)c1, C#C[Si](C)(C)C, C1COCCO1. Product: COc1cccc(C#C[Si](C)(C)C)c1. Reaction SMILES: [Br:1][c:2]1[cH:3][c:4]([O:8][CH3:9])[cH:5][cH:6][cH:7]1.[CH3:10][Si:11]([CH3:12])([CH3:13])[C:14]#[CH:15].[O:16]1[CH2:17][CH2:18][O:19][CH2:20][CH2:21]1>>[c:2]1([C:15]#[C:14][Si:11]([CH3:10])([CH3:12])[CH3:13])[cH:3][c:4]([O:8][CH3:9])[cH:5][cH:6][cH:7]1. Reactants: C[O-].[Na+] (sodium methoxide), C(C)(=O)S[C@H]1C[C@H](N(C1)C(=O)OCC1=CC=C(C=C1)[N+](=O)[O-])COCCNC(=O)OCC1=CC=C(C=C1)[N+](=O)[O-] ((2S,4S)-4-acetylthio-1-(4-nitrobenzyloxycarbonyl)-2-[2-(4-nitrobenzyloxycarbonylamino)ethyloxymethyl]pyrrolidine), C(C)(=O)O (acetic acid). Run in CO (methanol), O1CCCC1 (tetrahydrofuran), C(C)(=O)OCC (ethyl acetate). Reaction conditions: time 1 hour. The product is S[C@H]1C[C@H](N(C1)C(=O)OCC1=CC=C(C=C1)[N+](=O)[O-])COCCNC(=O)OCC1=CC=C(C=C1)[N+](=O)[O-] ((2S,4S)-4-mercapto-1-(4-nitrobenzyloxycarbonyl)-2-[2-(4-nitrobenzyloxycarbonylamino)ethyloxymethyl] pyrrolidine). Isolated yield 84.1%. RXN SMILES: C([S:4][C@@H:5]1[CH2:9][N:8]([C:10]([O:12][CH2:13][C:14]2[CH:19]=[CH:18][C:17]([N+:20]([O-:22])=[O:21])=[CH:16][CH:15]=2)=[O:11])[C@H:7]([CH2:23][O:24][CH2:25][CH2:26][NH:27][C:28]([O:30][CH2:31][C:32]2[CH:37]=[CH:36][C:35]([N+:38]([O-:40])=[O:39])=[CH:34][CH:33]=2)=[O:29])[CH2:6]1)(=O)C.C[O-].[Na+].C(O)(=O)C>CO.O1CCCC1.C(OCC)(=O)C>[SH:4][C@@H:5]1[CH2:9][N:8]([C:10]([O:12][CH2:13][C:14]2[CH:15]=[CH:16][C:17]([N+:20]([O-:22])=[O:21])=[CH:18][CH:19]=2)=[O:11])[C@H:7]([CH2:23][O:24][CH2:25][CH2:26][NH:27][C:28]([O:30][CH2:31][C:32]2[CH:33]=[CH:34][C:35]([N+:38]([O-:40])=[O:39])=[CH:36][CH:37]=2)=[O:29])[CH2:6]1 |f:1.2|. Procedure: To a solution of (2S,4S)-4-acetylthio-1-(4-nitrobenzyloxycarbonyl)-2-[2-(4-nitrobenzyloxycarbonylamino)ethyloxymethyl]pyrrolidine (0.59 g) in a mixture of methanol (12 ml) and tetrahydrofuran (12 ml) was added sodium methoxide (28% solution in methanol) (0.25 ml) at -20°~-10° C. in a nitrogen stream and the mixture was stirred at the same condition for 1 hour. To the mixture was added glacial acetic acid (0.1 ml) at -10°~0° C. The mixture was concentrated under reduced pressure to give a residue...